From a dataset of the Open Reaction Database (ORD), a public repository of structured organic reaction records. describe an organic reaction: reactants, conditions, products, and yield The reactants are C=O, C1CCOC1, Brc1nn(Cc2ccccc2)c2ccccc12, CC(C)[Mg+], [Cl-], Cc1ccccc1C. Yields the product OCc1nn(Cc2ccccc2)c2ccccc12. Reaction SMILES: [CH2:23]=[O:24].[CH2:25]1[O:26][CH2:27][CH2:28][CH2:29]1.[CH2:6]([c:7]1[cH:8][cH:9][cH:10][cH:11][cH:12]1)[n:13]1[n:14][c:15]([Br:22])[c:16]2[cH:17][cH:18][cH:19][cH:20][c:21]12.[CH:2]([Mg+:3])([CH3:4])[CH3:5].[Cl-:1].[c:30]1([CH3:31])[c:32]([CH3:33])[cH:34][cH:35][cH:36][cH:37]1>>[CH2:6]([c:7]1[cH:8][cH:9][cH:10][cH:11][cH:12]1)[n:13]1[n:14][c:15]([CH2:23][OH:24])[c:16]2[cH:17][cH:18][cH:19][cH:20][c:21]12. Starting materials: BrC=1C=NC=CC1 (3-bromopyridine), C(CCC)[Li] (n-butyllithium), [Cl-].[NH4+] (ammonium chloride), C[Sn](C)(C)Cl (trimethyltin chloride). Solvent: O (water), CCCCCC (n-hexane), CCOCC (ether), C1=CC=CC=C1 (benzene). Conditions: temperature -50 celsius, time 60 minute. Yields the product C[Sn](C=1C=NC=CC1)(C)C (Trimethyl-3-pyridyltin). Reaction SMILES: Br[C:2]1[CH:3]=[N:4][CH:5]=[CH:6][CH:7]=1.C([Li])CCC.[CH3:13][Sn:14](Cl)([CH3:16])[CH3:15].[Cl-].[NH4+]>CCCCCC.C1C=CC=CC=1.CCOCC.O>[CH3:13][Sn:14]([CH3:16])([CH3:15])[C:2]1[CH:3]=[N:4][CH:5]=[CH:6][CH:7]=1 |f:3.4|. Reported procedure: To a reaction vessel equipped with a mechanically driven agitator, water-cooled condenser, addition funnel, thermometer, and nitrogen inlet was added a solution containing 17.1 g. (0.108 mole) of 3-bromopyridine in 150 cc. of anhydrous ether. The solution was cooled to -50° C. using a dry ice-acetone bath. By a dropwise addition, 40 cc. (0.108 mole) of n-butyllithium in n-hexane was added over 14 minutes. The resulting yellow-orange solution was stirred for an additional 60 minutes. A solution c... The reactants are C1CCOC1, COC(=O)C1(Cc2ccc(-c3nnnn3C)cc2)CCC1, CO, [Na+], [OH-]. Product: Cn1nnnc1-c1ccc(CC2(C(=O)O)CCC2)cc1. As a reaction SMILES: [CH2:24]1[O:25][CH2:26][CH2:27][CH2:28]1.[CH3:1][n:2]1[n:3][n:4][n:5][c:6]1-[c:7]1[cH:8][cH:9][c:10]([CH2:13][C:14]2([C:18](=[O:19])[O:20][CH3:21])[CH2:15][CH2:16][CH2:17]2)[cH:11][cH:12]1.[CH3:29][OH:30].[Na+:23].[OH-:22]>>[CH3:1][n:2]1[n:3][n:4][n:5][c:6]1-[c:7]1[cH:8][cH:9][c:10]([CH2:13][C:14]2([C:18](=[O:19])[OH:20])[CH2:15][CH2:16][CH2:17]2)[cH:11][cH:12]1. Starting materials: COC(=O)C=1N=C(C2=CC(=CC=C2C1O)OC1=CC=CC=C1)C#N (1-cyano-4-hydroxy-7-phenoxy-isoquinoline-3-carboxylic acid methyl ester), NCC(C(=O)O)(C)C (3-amino-2,2-dimethyl-propionic acid), C[O-].[Na+].CO (NaOMe MeOH). Yields the product C(#N)C1=NC(=C(C2=CC=C(C=C12)OC1=CC=CC=C1)O)C(=O)NCC(C(=O)O)(C)C (3-[(1-Cyano-4-hydroxy-7-phenoxy-isoquinoline-3-carbonyl)-amino]-2,2-dimethyl-propionic acid). Isolated yield 50.0%. Reaction SMILES: CO[C:3]([C:5]1[N:6]=[C:7]([C:23]#[N:24])[C:8]2[C:13]([C:14]=1[OH:15])=[CH:12][CH:11]=[C:10]([O:16][C:17]1[CH:22]=[CH:21][CH:20]=[CH:19][CH:18]=1)[CH:9]=2)=[O:4].[NH2:25][CH2:26][C:27]([CH3:32])([CH3:31])[C:28]([OH:30])=[O:29].C[O-].[Na+].CO>>[C:23]([C:7]1[C:8]2[C:13](=[CH:12][CH:11]=[C:10]([O:16][C:17]3[CH:22]=[CH:21][CH:20]=[CH:19][CH:18]=3)[CH:9]=2)[C:14]([OH:15])=[C:5]([C:3]([NH:25][CH2:26][C:27]([CH3:32])([CH3:31])[C:28]([OH:30])=[O:29])=[O:4])[N:6]=1)#[N:24] |f:2.3.4|. Procedure: A mixture of 1-cyano-4-hydroxy-7-phenoxy-isoquinoline-3-carboxylic acid methyl ester (82 mg, 0.26 mmol) and 3-amino-2,2-dimethyl-propionic acid (90 mg, 0.77 mmol) (ChemBridge) in 0.5 M NaOMe/MeOH (1.0 mL, 0.5 mmol) was microwaved at 120° C. for 40 min. Reaction mixture was concentrated and the residue was dissolved in water (70 mL). It was acidified by 1 N HCl to pH=3-4. Precipitate was collected, rinsed with water and dried. Crude product was triturated with MeOH (2 mL). solid was collected and...